Dataset: the Open Reaction Database (ORD), a public repository of structured organic reaction records. Task: describe an organic reaction: reactants, conditions, products, and yield RXN SMILES: [CH3:2][C:3]([CH2:4][c:5]1[n:6][c:7]([CH2:29][C:30]([CH:31]([F:32])[F:33])([OH:34])[c:35]2[cH:36][cH:37][c:38](-[c:41]3[cH:42][cH:43][n:44][n:45]3[CH3:46])[cH:39][cH:40]2)[n:8]([C:10]([c:11]2[cH:12][cH:13][cH:14][cH:15][cH:16]2)([c:17]2[cH:18][cH:19][cH:20][cH:21][cH:22]2)[c:23]2[cH:24][cH:25][cH:26][cH:27][cH:28]2)[cH:9]1)([CH3:47])[CH3:48].[CH3:49][OH:50].[ClH:1]>>[CH3:2][C:3]([CH2:4][c:5]1[n:6][c:7]([CH2:29][C:30]([CH:31]([F:32])[F:33])([OH:34])[c:35]2[cH:36][cH:37][c:38](-[c:41]3[cH:42][cH:43][n:44][n:45]3[CH3:46])[cH:39][cH:40]2)[nH:8][cH:9]1)([CH3:47])[CH3:48]. The reactants are Cn1nccc1-c1ccc(C(O)(Cc2nc(CC(C)(C)C)cn2C(c2ccccc2)(c2ccccc2)c2ccccc2)C(F)F)cc1, CO, Cl. The product is Cn1nccc1-c1ccc(C(O)(Cc2nc(CC(C)(C)C)c[nH]2)C(F)F)cc1. Reactants: C(C)OC(C(C(=O)OCC)C=1N=C(SC1)N)=O (2-(2-amino-4-thiazolyl)malonic acid diethyl ester), C(C)(=O)OC(C)=O (acetic anhydride). Solvent: C(=O)O (formic acid). Run at temperature 0 celsius, time 1 hour. The product is C(C)OC(C(C(=O)OCC)C=1N=C(SC1)NC=O)=O (2-(2-formamido-4-thiazolyl)malonic acid diethyl ester). Yield: 70.0%. As a reaction SMILES: [CH2:1]([O:3][C:4](=[O:17])[CH:5]([C:11]1[N:12]=[C:13]([NH2:16])[S:14][CH:15]=1)[C:6]([O:8][CH2:9][CH3:10])=[O:7])[CH3:2].[C:18](OC(=O)C)(=[O:20])C>C(O)=O>[CH2:1]([O:3][C:4](=[O:17])[CH:5]([C:11]1[N:12]=[C:13]([NH:16][CH:18]=[O:20])[S:14][CH:15]=1)[C:6]([O:8][CH2:9][CH3:10])=[O:7])[CH3:2]. Procedure details: A solution of 2-(2-amino-4-thiazolyl)malonic acid diethyl ester in a mixture of acetic anhydride (6 parts) and formic acid (6 parts) is stirred at 0° C. for 1 hour. The reaction mixture is concentrated in vacuum, diluted with ethyl acetate, washed with diluted hydrochloric acid, aqueous sodium hydrogen carbonate, and water, dried, and concentrated in vacuum to give 2-(2-formamido-4-thiazolyl)malonic acid diethyl ester. Yield: 70%. Reactants: ON=C(N)C1=CC2=C(NC=N2)C=C1 (N′-hydroxy-1H-benzimidazole-5-carboximidamide), C(#N)C1=CC=C2CCN(CC2=C1)C(=O)OC(C)(C)C (tert-butyl 7-cyano-3,4-dihydroisoquinoline-2(1H)-carboxylate). Product: NC(C1=CC=C2CCN(CC2=C1)C(=O)OC(C)(C)C)=NO (tert-butyl 7-[amino(hydroxyimino)methyl]-3,4-dihydroisoquinoline-2(1H)-carboxylate). The yield is 80.0%. Reaction SMILES: [OH:1][N:2]=[C:3]([C:5]1[CH:13]=[CH:12][C:8]2NC=N[C:7]=2[CH:6]=1)[NH2:4].C(C1C=C2C([CH2:20][CH2:21][N:22]([C:26]([O:28][C:29]([CH3:32])([CH3:31])[CH3:30])=[O:27])[CH2:23]2)=CC=1)#N>>[NH2:4][C:3](=[N:2][OH:1])[C:5]1[CH:6]=[C:7]2[C:8]([CH2:20][CH2:21][N:22]([C:26]([O:28][C:29]([CH3:30])([CH3:32])[CH3:31])=[O:27])[CH2:23]2)=[CH:12][CH:13]=1. Procedure details: The title compound was prepared following procedure described for Intermediate 1, step 2, but starting from tert-butyl 7-cyano-3,4-dihydroisoquinoline-2(1H)-carboxylate obtained in step 1 (1.50 g; 5.81 mmol). The solvent was evaporated in vacuo and further freeze dried to give the title compound as an off-white solid (1.35 g, 80%). 1H NMR (DMSO-d6) δ 9.54 (s, 1H), 7.46 (m, 2H), 7.14 (d, J=8 Hz, 1H), 5.74 (bs, 2H), 4.49 (s, 2H), 3.54 (t, J=5.9 Hz, 2H), 2.76 (t, J=5.9 Hz, 2H), 1.49 (s, 9H). HPLC (...